Dataset: the Open Reaction Database (ORD), a public repository of structured organic reaction records. Task: describe an organic reaction: reactants, conditions, products, and yield Starting materials: N1=CC=CC=C1 (pyridine), C1(=CC=CC=C1)S(=O)(=O)Cl (benzenesulphonylchloride), CN(C)CC1=CC=C(N\C(\C2=CC=C(C=C2)CN)=C\2/C(NC3=CC(=CC=C23)Cl)=O)C=C1 (3-Z-[1-(4-dimethylaminomethyl-anilino)-1-(4-aminomethyl-phenyl)-methylene]-6-chloro-2-indolinone). The solvent is [OH-].[Na+] (sodium hydroxide), C(Cl)Cl (methylene chloride). Conditions: temperature 0 celsius, time 10 minute. The product is CN(C)CC1=CC=C(N\C(\C2=CC=C(C=C2)CNS(=O)(=O)C2=CC=CC=C2)=C\2/C(NC3=CC(=CC=C23)Cl)=O)C=C1 (3-Z-[1-(4-dimethylaminomethyl-anilino)-1-(4-phenylsulphonylaminomethyl-phenyl)-methylene]-6-chloro-2-indolinone). As a reaction SMILES: [CH3:1][N:2]([CH2:4][C:5]1[CH:31]=[CH:30][C:8]([NH:9]/[C:10](=[C:19]2\[C:20](=[O:29])[NH:21][C:22]3[C:27]\2=[CH:26][CH:25]=[C:24]([Cl:28])[CH:23]=3)/[C:11]2[CH:16]=[CH:15][C:14]([CH2:17][NH2:18])=[CH:13][CH:12]=2)=[CH:7][CH:6]=1)[CH3:3].N1C=CC=CC=1.[C:38]1([S:44](Cl)(=[O:46])=[O:45])[CH:43]=[CH:42][CH:41]=[CH:40][CH:39]=1>C(Cl)Cl.[OH-].[Na+]>[CH3:3][N:2]([CH2:4][C:5]1[CH:6]=[CH:7][C:8]([NH:9]/[C:10](=[C:19]2\[C:20](=[O:29])[NH:21][C:22]3[C:27]\2=[CH:26][CH:25]=[C:24]([Cl:28])[CH:23]=3)/[C:11]2[CH:12]=[CH:13][C:14]([CH2:17][NH:18][S:44]([C:38]3[CH:43]=[CH:42][CH:41]=[CH:40][CH:39]=3)(=[O:46])=[O:45])=[CH:15][CH:16]=2)=[CH:30][CH:31]=1)[CH3:1] |f:4.5|. Reported procedure: 100 mg of 3-Z-[1-(4-dimethylaminomethyl-anilino)-1-(4-aminomethyl-phenyl)-methylene]-6-chloro-2-indolinone (educt 14.0) are dissolved in 5 ml methylene chloride and at 0° C. 5 ml of pyridine and 45 μl of benzenesulphonylchloride are added. The mixture is stirred for 10 minutes at 0° C. and then for 2 hours at ambient temperature. After this time the solvent is eliminated, the residue is suspended in 1N sodium hydroxide solution, suction filtered and washed with a little water. The product is dri... Reactants: Clc1ccc(CBr)nn1, CS(=O)(=O)c1ccc([O-])cc1, CN(C)C=O, [K+], O. Yields the product CS(=O)(=O)c1ccc(OCc2ccc(Cl)nn2)cc1. As a reaction SMILES: [Br:13][CH2:14][c:15]1[n:16][n:17][c:18]([Cl:21])[cH:19][cH:20]1.[CH3:1][S:2](=[O:3])(=[O:4])[c:5]1[cH:6][cH:7][c:8]([O-:11])[cH:9][cH:10]1.[CH3:23][N:24]([CH3:25])[CH:26]=[O:27].[K+:12].[OH2:22]>>[CH3:1][S:2](=[O:3])(=[O:4])[c:5]1[cH:6][cH:7][c:8]([O:11][CH2:14][c:15]2[n:16][n:17][c:18]([Cl:21])[cH:19][cH:20]2)[cH:9][cH:10]1. Yield: 51.6%. Run in O1CCOCC1 (1,4-dioxane). Procedure details: The solution of commercial 2,4-dichloro-6-nitroaniline (621 mg) and 3-(4-chlorophenyl)glutaric anhydride (674 mg) in 1,4-dioxane (2 ml) was heated to reflux shortly and stirred at rt for 1 h. The solvent was removed by distillation and the residue dried in vacuo. The oily residue was dissolved in acetic acid (6 ml) and heated to reflux. Iron powder (1.01 g) was added and the mixture stirred under reflux for 1 h. Then conc. HCl (6 ml) was added cautiously and the green-yellow solution was refluxe... Starting materials: ClC1=C(N)C(=CC(=C1)Cl)[N+](=O)[O-] (2,4-dichloro-6-nitroaniline), ClC1=CC=C(C=C1)C1CC(=O)OC(C1)=O (3-(4-chlorophenyl)glutaric anhydride). The product is ClC1=CC2=C(N=C(N2)CC(CC(=O)O)C2=CC=C(C=C2)Cl)C(=C1)Cl.Cl (4-(5,7-dichloro-2-benzimidazolyl)-3-(4-chlorophenyl)butanoic acid•HCl). As a reaction SMILES: [Cl:1][C:2]1[CH:8]=[C:7]([Cl:9])[CH:6]=[C:5]([N+:10]([O-])=O)[C:3]=1[NH2:4].[Cl:13][C:14]1[CH:19]=[CH:18][C:17]([CH:20]2[CH2:26][C:25](=O)[O:24][C:22](=[O:23])[CH2:21]2)=[CH:16][CH:15]=1>O1CCOCC1>[Cl:9][C:7]1[CH:8]=[C:2]([Cl:1])[C:3]2[N:4]=[C:25]([CH2:26][CH:20]([C:17]3[CH:16]=[CH:15][C:14]([Cl:13])=[CH:19][CH:18]=3)[CH2:21][C:22]([OH:24])=[O:23])[NH:10][C:5]=2[CH:6]=1.[ClH:1] |f:3.4|. Run at time 1 hour. Reactants: O (water), C(C)(C)(C)OC(=O)NC1[C@@H]2N(C(=C(CS2=O)C=COS(=O)(=O)C2=CC=C(C)C=C2)C(=O)OC(C2=CC=CC=C2)C2=CC=CC=C2)C1=O (benzhydryl 7-tert-butoxycarbonylamino-3-(2-tosyloxyvinyl)-3-cephem-4-carboxylate-1-oxide), SC=1C=NC=CC1 (3-mercaptopyridine), C(C)(C)N(CC)C(C)C (diisopropylethylamine). Run in C(C)OC(C)=O (ethylacetate), CN(C=O)C (dimethylformamide). Reaction conditions: time 2 hour. Product: C(C)(C)(C)OC(=O)NC1[C@@H]2N(C(=C(CS2=O)C=CSC=2C=NC=CC2)C(=O)OC(C2=CC=CC=C2)C2=CC=CC=C2)C1=O (benzhydryl 7-tert-butoxycarbonylamino-3-[2-(3-pyridyl)thiovinyl]-3-cephem-4-carboxylate-1-oxide). As a reaction SMILES: [C:1]([O:5][C:6]([NH:8][CH:9]1[C:46](=[O:47])[N:11]2[C:12]([C:30]([O:32][CH:33]([C:40]3[CH:45]=[CH:44][CH:43]=[CH:42][CH:41]=3)[C:34]3[CH:39]=[CH:38][CH:37]=[CH:36][CH:35]=3)=[O:31])=[C:13]([CH:17]=[CH:18]OS(C3C=CC(C)=CC=3)(=O)=O)[CH2:14][S:15](=[O:16])[C@H:10]12)=[O:7])([CH3:4])([CH3:3])[CH3:2].[SH:48][C:49]1[CH:50]=[N:51][CH:52]=[CH:53][CH:54]=1.C(N(C(C)C)CC)(C)C.O>CN(C)C=O.C(OC(=O)C)C>[C:1]([O:5][C:6]([NH:8][CH:9]1[C:46](=[O:47])[N:11]2[C:12]([C:30]([O:32][CH:33]([C:34]3[CH:35]=[CH:36][CH:37]=[CH:38][CH:39]=3)[C:40]3[CH:45]=[CH:44][CH:43]=[CH:42][CH:41]=3)=[O:31])=[C:13]([CH:17]=[CH:18][S:48][C:49]3[CH:50]=[N:51][CH:52]=[CH:53][CH:54]=3)[CH2:14][S:15](=[O:16])[C@H:10]12)=[O:7])([CH3:2])([CH3:3])[CH3:4]. Procedure: A mixture of benzhydryl 7-tert-butoxycarbonylamino-3-(2-tosyloxyvinyl)-3-cephem-4-carboxylate-1-oxide (trans isomer) (7 g) and 3-mercaptopyridine (1.33 g) in dimethylformamide (50 ml) containing diisopropylethylamine (4.5 g) was stirred at ambient temperature for 2 hours. The resulting solution was poured into a mixture of ice-cooled water (200 ml) and ethylacetate (200 ml). The separated organic layer was washed in turn with water, 10% aqueous hydrochloric acid and a saturated aqueous solution ... Starting materials: ClC1=CC=C(C2=C1C(C(O2)(C)C)=O)[N+](=O)[O-] (4-chloro-2,3-dihydro-2,2-dimethyl-7-nitrobenzofuran-3-one). The reagents and catalysts are [Fe] (iron). Solvent: O (water), C(C)(=O)O (acetic acid). Product: NC1=CC=C(C=2C(C(OC21)(C)C)=O)Cl (7-amino-4-chloro-2,3-dihydro-2,2-dimethylbenzofuran-3-one). Yield: 76.8%. Reaction SMILES: [Cl:1][C:2]1[C:7]2[C:8](=[O:13])[C:9]([CH3:12])([CH3:11])[O:10][C:6]=2[C:5]([N+:14]([O-])=O)=[CH:4][CH:3]=1>C(O)(=O)C.O.[Fe]>[NH2:14][C:5]1[C:6]2[O:10][C:9]([CH3:11])([CH3:12])[C:8](=[O:13])[C:7]=2[C:2]([Cl:1])=[CH:3][CH:4]=1. Procedure: By the method of Example 1, Step E, 4.82 g (0.020 mole) of 4-chloro-2,3-dihydro-2,2-dimethyl-7-nitrobenzofuran-3-one and 5.0 g of powdered iron were reacted in 80 mL of glacial acetic acid and 10 mL of water, yielding 3.25 g of 7-amino-4-chloro-2,3-dihydro-2,2-dimethylbenzofuran-3-one as an oil which subsequently solidified, m.p. 71°-73° C.